Dataset: the Open Reaction Database (ORD), a public repository of structured organic reaction records. Task: describe an organic reaction: reactants, conditions, products, and yield Reactants: ClCCl, O=C=Nc1cc(C(F)(F)F)ccc1F, NC(=O)c1[nH]c2cnccc2c1-c1ccc(N)cc1, C1CCOC1. The product is NC(=O)c1[nH]c2cnccc2c1-c1ccc(NC(=O)Nc2cc(C(F)(F)F)ccc2F)cc1. Reaction SMILES: [Cl:39][CH2:40][Cl:41].[F:20][c:21]1[c:22]([N:31]=[C:32]=[O:33])[cH:23][c:24]([C:27]([F:28])([F:29])[F:30])[cH:25][cH:26]1.[NH2:1][c:2]1[cH:3][cH:4][c:5](-[c:8]2[c:9]([C:17](=[O:18])[NH2:19])[nH:10][c:11]3[cH:12][n:13][cH:14][cH:15][c:16]23)[cH:6][cH:7]1.[O:34]1[CH2:35][CH2:36][CH2:37][CH2:38]1>>[NH:1]([c:2]1[cH:3][cH:4][c:5](-[c:8]2[c:9]([C:17](=[O:18])[NH2:19])[nH:10][c:11]3[cH:12][n:13][cH:14][cH:15][c:16]23)[cH:6][cH:7]1)[C:32]([NH:31][c:22]1[c:21]([F:20])[cH:26][cH:25][c:24]([C:27]([F:28])([F:29])[F:30])[cH:23]1)=[O:33].